This data is from the Open Reaction Database (ORD), a public repository of structured organic reaction records. The task is: describe an organic reaction: reactants, conditions, products, and yield Starting materials: CC(=O)N1CC2CC2(c2ccc(N)cc2)C1, Cl, O=N[O-], [Na+]. The product is CC(=O)N1CC2CC2(c2ccc(O)cc2)C1. As a reaction SMILES: [C:1]([CH3:2])(=[O:3])[N:4]1[CH2:5][C:6]2([c:10]3[cH:11][cH:12][c:13]([NH2:16])[cH:14][cH:15]3)[CH2:7][CH:8]2[CH2:9]1.[ClH:21].[N:17](=[O:18])[O-:19].[Na+:20]>>[C:1]([CH3:2])(=[O:3])[N:4]1[CH2:5][C:6]2([c:10]3[cH:11][cH:12][c:13]([OH:18])[cH:14][cH:15]3)[CH2:7][CH:8]2[CH2:9]1. Procedure details: A solution of 4-(benzyloxy)-1-(9-methyl-5,7,8,9-tetrahydro-6H-pyrido[3′,4′:4,5]pyrrolo[2,3-b]pyridin-2-yl)pyridin-2(1H)-one (0.24 g, 0.62 mmol) in MeOH (2.0 mL) was treated with 1.25 M HCl in MeOH (0.67 mL, 0.84 mmol), and the resulting solution was stirred at ambient temperature for 3 h. The solution was concentrated to dryness, diluted with H2O and lyophilized to yield the title compound (0.16 g, 60%) as an off-white powder: 1H NMR (500 MHz, DMSO-d6) δ 8.53 (br s, 1H), 8.02 (d, J=8.0 Hz, 1H), ... As a reaction SMILES: [CH2:1]([O:8][C:9]1[CH:14]=[CH:13][N:12]([C:15]2[N:20]=[C:19]3[N:21]([CH3:28])[C:22]4[CH2:27][CH2:26][NH:25][CH2:24][C:23]=4[C:18]3=[CH:17][CH:16]=2)[C:11](=[O:29])[CH:10]=1)[C:2]1[CH:7]=[CH:6][CH:5]=[CH:4][CH:3]=1.[ClH:30]>CO>[ClH:30].[CH2:1]([O:8][C:9]1[CH:14]=[CH:13][N:12]([C:15]2[N:20]=[C:19]3[N:21]([CH3:28])[C:22]4[CH2:27][CH2:26][NH:25][CH2:24][C:23]=4[C:18]3=[CH:17][CH:16]=2)[C:11](=[O:29])[CH:10]=1)[C:2]1[CH:3]=[CH:4][CH:5]=[CH:6][CH:7]=1 |f:3.4|. Isolated yield 60.0%. Run in CO (MeOH), CO (MeOH). Run at time 3 hour. The reactants are C(C1=CC=CC=C1)OC1=CC(N(C=C1)C1=CC=C2C(=N1)N(C1=C2CNCC1)C)=O (4-(benzyloxy)-1-(9-methyl-5,7,8,9-tetrahydro-6H-pyrido[3′,4′:4,5]pyrrolo[2,3-b]pyridin-2-yl)pyridin-2(1H)-one), Cl (HCl). Product: Cl.C(C1=CC=CC=C1)OC1=CC(N(C=C1)C1=CC=C2C(=N1)N(C1=C2CNCC1)C)=O (4-(Benzyloxy)-1-(9-methyl-5,7,8,9-tetrahydro-6H-pyrido[3′,4′:4,5]pyrrolo[2,3-b]pyridin-2-yl)pyridin-2(1H)-one hydrochloride). Product: OC1(CCC(CC1)N1CC(C1)NC(CNC1=NN(C2=CC=C(C=C12)C(C(F)(F)F)F)C)=O)C=1SC=CN1 (N-[1-(4-Hydroxy-4-thiazol-2-yl-cyclohexyl)-azetidin-3-yl]-2-[1-methyl-5-(1,2,2,2-tetrafluoro-ethyl)-1H-indazol-3-ylamino]-acetamide). Reported procedure: The title compound was prepared as a white solid from reaction of N-azetidin-3-yl-2-[1-methyl-5-(1,2,2,2-tetrafluoro-ethyl)-1H-indazol-3-ylamino]-acetamide TFA salt (as prepared in Example 65, Step B) and 4-hydroxy-4-thiazol-2-yl-cyclohexanone using the procedure described in Step E of Example 1. Reactants: OC(=O)C(F)(F)F.N1CC(C1)NC(CNC1=NN(C2=CC=C(C=C12)C(C(F)(F)F)F)C)=O (N-Azetidin-3-yl-2-[1-methyl-5-(1,2,2,2-tetrafluoro-ethyl)-1H-indazol-3-ylamino]-acetamide TFA salt), OC1(CCC(CC1)=O)C=1SC=CN1 (4-hydroxy-4-thiazol-2-yl-cyclohexanone). RXN SMILES: OC(C(F)(F)F)=O.[NH:8]1[CH2:11][CH:10]([NH:12][C:13](=[O:32])[CH2:14][NH:15][C:16]2[C:24]3[C:19](=[CH:20][CH:21]=[C:22]([CH:25]([F:30])[C:26]([F:29])([F:28])[F:27])[CH:23]=3)[N:18]([CH3:31])[N:17]=2)[CH2:9]1.[OH:33][C:34]1([C:41]2[S:42][CH:43]=[CH:44][N:45]=2)[CH2:39][CH2:38][C:37](=O)[CH2:36][CH2:35]1>>[OH:33][C:34]1([C:41]2[S:42][CH:43]=[CH:44][N:45]=2)[CH2:35][CH2:36][CH:37]([N:8]2[CH2:11][CH:10]([NH:12][C:13](=[O:32])[CH2:14][NH:15][C:16]3[C:24]4[C:19](=[CH:20][CH:21]=[C:22]([CH:25]([F:30])[C:26]([F:29])([F:28])[F:27])[CH:23]=4)[N:18]([CH3:31])[N:17]=3)[CH2:9]2)[CH2:38][CH2:39]1 |f:0.1|. Reactants: C(C)(=O)O (acetic acid), diarylmethane, S(O)(O)(=O)=O (sulfuric acid), CS(=O)(=O)O (methane sulfonic acid), C=1(C(=CC=CC1)S(=O)(=O)O)C (toluene sulfonic acid). The solvent is alcohol, hydrocarbon. Product: C1=CC=CC=2OC3=CC=CC=C3CC12 (xanthene). As a reaction SMILES: CS(O)(=O)=O.[C:6]1([CH3:16])[C:7](S(O)(=O)=O)=[CH:8][CH:9]=[CH:10][CH:11]=1.S(=O)(=O)(O)O.[C:22]([OH:25])(=O)[CH3:23]>>[CH:11]1[C:6]2[CH2:16][C:23]3[C:22](=[CH:7][CH:6]=[CH:11][CH:10]=3)[O:25][C:7]=2[CH:8]=[CH:9][CH:10]=1. Procedure: The compounds according to the present invention can be synthesized by reference to the methods described in Journal of the American Chemical Society, Vol. 72, pages 3651 to 3655 or similar methods. A nuclear-substituted hydroquinone, as a starting material, is dissolved in a weak acidic carboxylic acid solvent such as acetic acid in an amount of about 10-2 mol/l to 5 mol/l and, a strong acidic compound such as hydrochloric acid is added to the solution in an amount of about 0.1 to 5 times w/w (...